This data is from the Open Reaction Database (ORD), a public repository of structured organic reaction records. The task is: describe an organic reaction: reactants, conditions, products, and yield The reactants are FC(C=1C=C(C=C(C1)C(F)(F)F)[C@@H](C)O[C@@H]1[C@@H](N(CCO1)CC#CCCl)C1=CC=C(C=C1)F)(F)F (2-(R)-(1-(R)-(3,5-bis(trifluoromethyl)phenyl)ethoxy)-3-(S)-(4-fluorophenyl)-4-(4-chlorobut-2-ynyl)morpholine), [N-]=[N+]=[N-].[Na+] (sodium azide), [Cl-].[NH4+] (ammonium chloride), C(C)(=O)OCC (ethyl acetate). The solvent is CS(=O)C (dimethyl sulphoxide). Conditions: time 20 hour. Product: N(=[N+]=[N-])CC#CCN1[C@H]([C@H](OCC1)O[C@H](C)C1=CC(=CC(=C1)C(F)(F)F)C(F)(F)F)C1=CC=C(C=C1)F (N-(4-Azidobut-2-ynyl)-2-(R)-(1-(R)-(3,5-bis(trifluoromethyl)phenyl) ethoxy)-3-(S)-(4-fluorophenyl)morpholine). Reaction SMILES: [F:1][C:2]([F:35])([F:34])[C:3]1[CH:4]=[C:5]([C@H:13]([O:15][C@H:16]2[O:21][CH2:20][CH2:19][N:18]([CH2:22][C:23]#[C:24][CH2:25]Cl)[C@H:17]2[C:27]2[CH:32]=[CH:31][C:30]([F:33])=[CH:29][CH:28]=2)[CH3:14])[CH:6]=[C:7]([C:9]([F:12])([F:11])[F:10])[CH:8]=1.[N-:36]=[N+:37]=[N-:38].[Na+].[Cl-].[NH4+].C(OCC)(=O)C>CS(C)=O>[N:36]([CH2:25][C:24]#[C:23][CH2:22][N:18]1[CH2:19][CH2:20][O:21][C@H:16]([O:15][C@@H:13]([C:5]2[CH:4]=[C:3]([C:2]([F:35])([F:34])[F:1])[CH:8]=[C:7]([C:9]([F:12])([F:11])[F:10])[CH:6]=2)[CH3:14])[C@@H:17]1[C:27]1[CH:32]=[CH:31][C:30]([F:33])=[CH:29][CH:28]=1)=[N+:37]=[N-:38] |f:1.2,3.4|. Procedure: To a solution of 2-(R)-(1-(R)-(3,5-bis(trifluoromethyl)phenyl)ethoxy)-3-(S)-(4-fluorophenyl)-4-(4-chlorobut-2-ynyl)morpholine (4 g) in dimethyl sulphoxide (17 ml) was added sodium azide (0.562 g). The solution was stirred for 20 h and aqueous ammonium chloride and ethyl acetate were added. The organic phase was washed with water (2 times), saturated brine and dried (MgSO4). The solvent was removed in vacuo and the residue chromatographed on silica gel (eluting with 20% ethyl acetate in petroleum... Reactants: CC(C)(C)c1nc(O)cc(C(F)(F)F)n1, ClCCl, CN(C)C=O, O=S(Cl)Cl. The product is CC(C)(C)c1nc(Cl)cc(C(F)(F)F)n1. Reaction SMILES: [C:10]([CH3:11])([CH3:12])([CH3:13])[c:14]1[n:15][c:16]([C:21]([F:22])([F:23])[F:24])[cH:17][c:18]([OH:20])[n:19]1.[Cl:25][CH2:26][Cl:27].[O:5]=[CH:6][N:7]([CH3:8])[CH3:9].[S:1]([Cl:2])([Cl:3])=[O:4]>>[Cl:3][c:18]1[cH:17][c:16]([C:21]([F:22])([F:23])[F:24])[n:15][c:14]([C:10]([CH3:11])([CH3:12])[CH3:13])[n:19]1.